Dataset: the Open Reaction Database (ORD), a public repository of structured organic reaction records. Task: describe an organic reaction: reactants, conditions, products, and yield The reactants are C(C)(C)(C)OC(=O)NC(COCC(=O)O)(C)C ((2-tert-Butoxycarbonylamino-2-methylpropoxy)acetic acid), FC1=CC=C(C=C1)C[C@H](C(NC)=O)N(C([C@@H](CC1=CC2=CC=CC=C2C=C1)NC)=O)C ((2R)-N-((1R)-2-(4-Fluorophenyl)-1-(methylcarbamoyl)ethyl)-N-methyl-2-methylamino-3-(2-naphthyl)propionamide), C(C)(C)N(CC)C(C)C (diisopropylethylamine), ON1N=NC2=C1N=CC=C2 (1-Hydroxy-7-azabenzotriazole), Cl.CN(CCCN=C=NCC)C (N-(3-dimethylaminopropyl)-N'-ethylcarbodiimide hydrochloride). Run in C(Cl)Cl (methylene chloride), C(Cl)Cl (Methylene chloride). Run at time 15 minute. Product: C(C)(C)(C)OC(NC(COCC(N(C)[C@H](CC1=CC2=CC=CC=C2C=C1)C(N(C)[C@H](CC1=CC=C(C=C1)F)C(NC)=O)=O)=O)(C)C)=O ((2-((((1R)-1-(((1R)-2-(4-fluorophenyl)-1-methylcarbamoylethyl)-methylcarbamoyl)-2-(2-naphthyl)ethyl)methylcarbamoyl)-methoxy)-1,1-dimethylethyl)carbamic acid tert-butylester). The yield is 91.5%. Reaction SMILES: [C:1]([O:5][C:6]([NH:8][C:9]([CH3:17])([CH3:16])[CH2:10][O:11][CH2:12][C:13]([OH:15])=O)=[O:7])([CH3:4])([CH3:3])[CH3:2].ON1C2N=CC=CC=2N=N1.Cl.CN(C)CCCN=C=NCC.[F:40][C:41]1[CH:46]=[CH:45][C:44]([CH2:47][C@@H:48]([N:53]([CH3:70])[C:54](=[O:69])[C@H:55]([NH:67][CH3:68])[CH2:56][C:57]2[CH:66]=[CH:65][C:64]3[C:59](=[CH:60][CH:61]=[CH:62][CH:63]=3)[CH:58]=2)[C:49](=[O:52])[NH:50][CH3:51])=[CH:43][CH:42]=1.C(N(C(C)C)CC)(C)C>C(Cl)Cl>[C:1]([O:5][C:6](=[O:7])[NH:8][C:9]([CH3:17])([CH3:16])[CH2:10][O:11][CH2:12][C:13](=[O:15])[N:67]([C@@H:55]([C:54](=[O:69])[N:53]([C@@H:48]([C:49](=[O:52])[NH:50][CH3:51])[CH2:47][C:44]1[CH:43]=[CH:42][C:41]([F:40])=[CH:46][CH:45]=1)[CH3:70])[CH2:56][C:57]1[CH:66]=[CH:65][C:64]2[C:59](=[CH:60][CH:61]=[CH:62][CH:63]=2)[CH:58]=1)[CH3:68])([CH3:2])([CH3:3])[CH3:4] |f:2.3|. Procedure details: (2-tert-Butoxycarbonylamino-2-methylpropoxy)acetic acid (0.22 g; 0.89 mmol) was dissolved in methylene chloride (10 mL). 1-Hydroxy-7-azabenzotriazole (0.13 g; 0.98 mmol) and N-(3-dimethylaminopropyl)-N'-ethylcarbodiimide hydrochloride (0.20 g; 1.02 mmol) were added and the reaction mixture was stirred for 15 min at room temperature. (2R)-N-((1R)-2-(4-Fluorophenyl)-1-(methylcarbamoyl)ethyl)-N-methyl-2-methylamino-3-(2-naphthyl)propionamide (0.38 g; 0.89 mmol) and diisopropylethylamine (0.17 mL; 0... Starting materials: COC(=O)CBr, CC(C)(C)OC(=O)NCCCCc1ccc(O)cc1, O=C([O-])[O-], CCOC(C)=O, [I-], [K+], [K+], [Na+], CN(C)C=O. Yields the product COC(=O)COc1ccc(CCCCNC(=O)OC(C)(C)C)cc1. As a reaction SMILES: [Br:28][CH2:29][C:30](=[O:31])[O:32][CH3:33].[C:1]([CH3:2])([CH3:3])([CH3:4])[O:5][C:6]([NH:7][CH2:8][CH2:9][CH2:10][CH2:11][c:12]1[cH:13][cH:14][c:15]([OH:18])[cH:16][cH:17]1)=[O:19].[C:20](=[O:21])([O-:22])[O-:23].[CH3:39][CH2:40][O:41][C:42](=[O:43])[CH3:44].[I-:27].[K+:24].[K+:25].[Na+:26].[O:34]=[CH:35][N:36]([CH3:37])[CH3:38]>>[C:1]([CH3:2])([CH3:3])([CH3:4])[O:5][C:6]([NH:7][CH2:8][CH2:9][CH2:10][CH2:11][c:12]1[cH:13][cH:14][c:15]([O:18][CH2:29][C:30](=[O:31])[O:32][CH3:33])[cH:16][cH:17]1)=[O:19]. Product: O=c1[nH]cc(CN2CCC(C=Cc3ccccc3F)CC2)c(=O)[nH]1. Starting materials: CC(=O)O[BH-](OC(C)=O)OC(C)=O, CCOC(C)=O, CC(=O)O, Fc1ccccc1C=CC1CCNCC1, [Na+], [Na+], [Na+], O=C([O-])[O-], O=Cc1c[nH]c(=O)[nH]c1=O, C1CCOC1. RXN SMILES: [C:26]([O:27][BH-:28]([O:29][C:30](=[O:31])[CH3:32])[O:33][C:34](=[O:35])[CH3:36])(=[O:37])[CH3:38].[CH3:51][CH2:52][O:53][C:54](=[O:55])[CH3:56].[CH3:57][C:58](=[O:59])[OH:60].[F:1][c:2]1[c:3]([CH:8]=[CH:9][CH:10]2[CH2:11][CH2:12][NH:13][CH2:14][CH2:15]2)[cH:4][cH:5][cH:6][cH:7]1.[Na+:39].[Na+:40].[Na+:41].[O-:42][C:43](=[O:44])[O-:45].[O:16]=[c:17]1[nH:18][cH:19][c:20]([CH:24]=[O:25])[c:21](=[O:23])[nH:22]1.[O:46]1[CH2:47][CH2:48][CH2:49][CH2:50]1>>[F:1][c:2]1[c:3]([CH:8]=[CH:9][CH:10]2[CH2:11][CH2:12][N:13]([CH2:24][c:20]3[cH:19][nH:18][c:17](=[O:16])[nH:22][c:21]3=[O:23])[CH2:14][CH2:15]2)[cH:4][cH:5][cH:6][cH:7]1. Reactants: CO, Cl, [Na+], [OH-], CCOC(=O)C(C)(C)c1ccc(C(=O)CCCN2CCC(C(O)(c3ccccc3)c3ccccc3)CC2)cc1. The product is CC(C)(C(=O)O)c1ccc(C(=O)CCCN2CCC(C(O)(c3ccccc3)c3ccccc3)CC2)cc1. RXN SMILES: [CH3:43][OH:44].[ClH:1].[Na+:42].[OH-:41].[OH:2][C:3]([CH:4]1[CH2:5][CH2:6][N:7]([CH2:10][CH2:11][CH2:12][C:13](=[O:14])[c:15]2[cH:16][cH:17][c:18]([C:21]([C:22](=[O:23])[O:24][CH2:25][CH3:26])([CH3:27])[CH3:28])[cH:19][cH:20]2)[CH2:8][CH2:9]1)([c:29]1[cH:30][cH:31][cH:32][cH:33][cH:34]1)[c:35]1[cH:36][cH:37][cH:38][cH:39][cH:40]1>>[OH:2][C:3]([CH:4]1[CH2:5][CH2:6][N:7]([CH2:10][CH2:11][CH2:12][C:13](=[O:14])[c:15]2[cH:16][cH:17][c:18]([C:21]([C:22](=[O:23])[OH:24])([CH3:27])[CH3:28])[cH:19][cH:20]2)[CH2:8][CH2:9]1)([c:29]1[cH:30][cH:31][cH:32][cH:33][cH:34]1)[c:35]1[cH:36][cH:37][cH:38][cH:39][cH:40]1. Starting materials: BrC=1C(=NC=C(C(=O)NC2=CC=C(C=C2)OC(F)(F)F)C1)NCCCO (5-bromo-6-((3-hydroxypropyl)amino)-N-(4-(trifluoromethoxy)phenyl)nicotinamide), N1=CN=CC(=C1)B(O)O (pyrimidin-5-ylboronic acid), C(=O)([O-])[O-].[Na+].[Na+] (Na2CO3), CCO (EtOH). The solvent is COCCOC (DME), O (water). Yields the product OCCCNC1=NC=C(C(=O)NC2=CC=C(C=C2)OC(F)(F)F)C=C1C=1C=NC=NC1 (6-((3-Hydroxypropyl)amino)-5-(pyrimidin-5-yl)-N-(4-(trifluoromethoxy)phenyl)nicotinamide). RXN SMILES: Br[C:2]1[C:3]([NH:22][CH2:23][CH2:24][CH2:25][OH:26])=[N:4][CH:5]=[C:6]([CH:21]=1)[C:7]([NH:9][C:10]1[CH:15]=[CH:14][C:13]([O:16][C:17]([F:20])([F:19])[F:18])=[CH:12][CH:11]=1)=[O:8].[N:27]1[CH:32]=[C:31](B(O)O)[CH:30]=[N:29][CH:28]=1.C([O-])([O-])=O.[Na+].[Na+].CCO>COCCOC.O>[OH:26][CH2:25][CH2:24][CH2:23][NH:22][C:3]1[C:2]([C:31]2[CH:32]=[N:27][CH:28]=[N:29][CH:30]=2)=[CH:21][C:6]([C:7]([NH:9][C:10]2[CH:15]=[CH:14][C:13]([O:16][C:17]([F:20])([F:19])[F:18])=[CH:12][CH:11]=2)=[O:8])=[CH:5][N:4]=1 |f:2.3.4|. Procedure details: A mixture of 5-bromo-6-((3-hydroxypropyl)amino)-N-(4-(trifluoromethoxy)phenyl)nicotinamide (Stage 161.1, 72 mg, 0.15 mmol), pyrimidin-5-ylboronic acid (18.7 mg, 0.15 mmol) and Na2CO3 (48 mg, 0.450 mmol) in a mixture of DME (3.2 mL), EtOH (0.43 mL) and water (0.64 mL) was flushed with argon for 5 min. Pd(PPh3)2Cl2 was added (5.3 mg, 0.0075 mmol) and the mixture was subjected to MW irradiation at 125° C. for 20 min. The vial was cooled to RT and the RM was evaporated to dryness under reduced press... Reported procedure: A solution of 0.06 g (0.17 mmol) of 4-(4-cyanophenyl)-6-(2-fluoro-4-hydroxyphenyl)-1H-pyrazolo[3,4-b]pyridine-5-carbonitrile and 0.08 g (1.40 mmol) of potassium hydroxide in 6 ml of tert-butanol is refluxed for 4 h. The mixture is then cooled to room temperature, diluted with water, acidified with 1N HCl, and extracted with dichloromethane. The organic phase is dried over sodium sulfate, filtered, and concentrated. The solid obtained is then purified by chromatography on silica (methanol gradien... RXN SMILES: [C:1]([C:3]1[CH:8]=[CH:7][C:6]([C:9]2[C:14]([C:15]#[N:16])=[C:13]([C:17]3[CH:22]=[CH:21][C:20]([OH:23])=[CH:19][C:18]=3[F:24])[N:12]=[C:11]3[NH:25][N:26]=[CH:27][C:10]=23)=[CH:5][CH:4]=1)#[N:2].[OH-:28].[K+].Cl>C(O)(C)(C)C.O>[C:15]([C:14]1[C:9]([C:6]2[CH:5]=[CH:4][C:3]([C:1]([NH2:2])=[O:28])=[CH:8][CH:7]=2)=[C:10]2[CH:27]=[N:26][NH:25][C:11]2=[N:12][C:13]=1[C:17]1[CH:22]=[CH:21][C:20]([OH:23])=[CH:19][C:18]=1[F:24])#[N:16] |f:1.2|. The yield is 29.9%. Run in O (water), C(C)(C)(C)O (tert-butanol). Product: C(#N)C=1C(=C2C(=NC1C1=C(C=C(C=C1)O)F)NN=C2)C2=CC=C(C(=O)N)C=C2 (4-(5-cyano-6-(2-fluoro-4-hydroxyphenyl)-1H-pyrazolo[3,4-b]pyridine-4-yl)benzamide). Reactants: C(#N)C1=CC=C(C=C1)C1=C2C(=NC(=C1C#N)C1=C(C=C(C=C1)O)F)NN=C2 (4-(4-cyanophenyl)-6-(2-fluoro-4-hydroxyphenyl)-1H-pyrazolo[3,4-b]pyridine-5-carbonitrile), [OH-].[K+] (potassium hydroxide), Cl (HCl). The reactants are CO, NCCCn1cnc2c(Cl)nc3ccccc3c21, N. Product: NCCCn1cnc2c(N)nc3ccccc3c21. As a reaction SMILES: [CH3:20][OH:21].[NH2:1][CH2:2][CH2:3][CH2:4][n:5]1[cH:6][n:7][c:8]2[c:9]([Cl:18])[n:10][c:11]3[cH:12][cH:13][cH:14][cH:15][c:16]3[c:17]12.[NH3:19]>>[NH2:1][CH2:2][CH2:3][CH2:4][n:5]1[cH:6][n:7][c:8]2[c:9]([NH2:19])[n:10][c:11]3[cH:12][cH:13][cH:14][cH:15][c:16]3[c:17]12. The reactants are COC([C@H]([C@@H](CCC)O)NC(=O)OC(C)(C)C)=O ((2S,3R)-2-tert-Butoxycarbonylamino-3-hydroxy-hexanoic acid methyl ester), C(C(C)C)N (iso-butylamine). The product is C(C)(C)(C)OC(N[C@@H]([C@@H](CCC)O)C(NCC(C)C)=O)=O (((1S,2R)-2-hydroxy-1-isobutylcarbamoyl-pentyl)-carbamic acid tert-butyl ester). The yield is 84.0%. Reaction SMILES: CO[C:3](=[O:18])[C@@H:4]([NH:10][C:11]([O:13][C:14]([CH3:17])([CH3:16])[CH3:15])=[O:12])[C@H:5]([OH:9])[CH2:6][CH2:7][CH3:8].[CH2:19]([NH2:23])[CH:20]([CH3:22])[CH3:21]>>[C:14]([O:13][C:11](=[O:12])[NH:10][C@H:4]([C:3](=[O:18])[NH:23][CH2:19][CH:20]([CH3:22])[CH3:21])[C@H:5]([OH:9])[CH2:6][CH2:7][CH3:8])([CH3:15])([CH3:16])[CH3:17]. Procedure details: (2S,3R)-2-tert-Butoxycarbonylamino-3-hydroxy-hexanoic acid methyl ester (D94) (1.57 g, 6.02 mmol, 1 equiv) was refluxed in iso-butylamine (10 ml) for 2 h. The solution was concentrated in vacuo and the residue purified by flash chromatography on silica gel to give ((1S,2R)-2-hydroxy-1-isobutylcarbamoyl-pentyl)-carbamic acid tert-butyl ester (G33) (1.52 g, 84%) as a white solid. Starting materials: ClC=1C=C(C(C(=O)O)=CC1)C(=O)NCCC(F)(F)F (4-chloro-N-(3,3,3-trifluoropropyl)phthalamic acid), C1(=CC=C(C=C1)S(=O)(=O)O)C (para-toluenesulfonic acid). Solvent: C1(=CC=CC=C1)C (toluene). Reaction conditions: time 7 hour. Product: ClC=1C=C2C(C(=O)N(C2=O)CCC(F)(F)F)=CC1 (4-chloro-N-(3,3,3-trifluoropropyl)phthalimide). Yield: 89.5%. Reaction SMILES: [Cl:1][C:2]1[CH:3]=[C:4]([C:11]([NH:13][CH2:14][CH2:15][C:16]([F:19])([F:18])[F:17])=[O:12])[C:5](=[CH:9][CH:10]=1)[C:6](O)=[O:7].C1(C)C=CC(S(O)(=O)=O)=CC=1>C1(C)C=CC=CC=1>[Cl:1][C:2]1[CH:3]=[C:4]2[C:11](=[O:12])[N:13]([CH2:14][CH2:15][C:16]([F:19])([F:18])[F:17])[C:6](=[O:7])[C:5]2=[CH:9][CH:10]=1. Reported procedure: A mixture of 5.0 g of 4-chloro-N-(3,3,3-trifluoropropyl)phthalamic acid and 30 mg of para-toluenesulfonic acid in 100 cm3 of toluene is refluxed with stirring for 7 hours. The reaction mixture is then concentrated to dryness under reduced pressure. 4.2 g of 4-chloro-N-(3,3,3-trifluoropropyl)phthalimide are thus obtained, Rf=0.5 (thin layer chromatography on silica gel, eluent: diisopropyl ether. Mass spectrum: DCI: m/e 278.